describe an organic reaction: reactants, conditions, products, and yield From a dataset of the Open Reaction Database (ORD), a public repository of structured organic reaction records. The reactants are ClC1=CC=C(C=C1)C(CCO)C1=CNC2=C(C=C(C=C12)F)CSC (3-(4-Chlorophenyl)-3-{5-fluoro-7-[(methylsulfanyl)methyl]-1H-indol-3-yl}propan-1-ol), ClC1=CC(=C(C=C1)C(O)C1=CC=C(C=C1)F)F ((4-Chloro-2-fluorophenyl)(4-fluorophenyl)methanol), FC1=CC(=C(C=C1)C(C1=CNC2=C(C=CC=C12)CSC)C1=CC=C(C=C1)F)C (3-[(4-Fluoro-2-methylphenyl)(4-fluorophenyl)methyl]-7-[(methylsulfanyl)methyl]-1H-indole). RXN SMILES: ClC1C=CC(C([C:12]2[C:20]3[C:15](=[C:16]([CH2:22][S:23][CH3:24])[CH:17]=[C:18]([F:21])[CH:19]=3)[NH:14][CH:13]=2)CCO)=CC=1.[Cl:25][C:26]1[CH:31]=[CH:30][C:29]([CH:32]([C:34]2[CH:39]=[CH:38][C:37]([F:40])=[CH:36][CH:35]=2)O)=[C:28]([F:41])[CH:27]=1.FC1C=CC(C(C2C=CC(F)=CC=2)C2C3C(=C(CSC)C=CC=3)NC=2)=C(C)C=1>>[Cl:25][C:26]1[CH:31]=[CH:30][C:29]([CH:32]([C:34]2[CH:39]=[CH:38][C:37]([F:40])=[CH:36][CH:35]=2)[C:12]2[C:20]3[C:15](=[C:16]([CH2:22][S:23][CH3:24])[CH:17]=[C:18]([F:21])[CH:19]=3)[NH:14][CH:13]=2)=[C:28]([F:41])[CH:27]=1. Product: ClC1=CC(=C(C=C1)C(C1=CNC2=C(C=C(C=C12)F)CSC)C1=CC=C(C=C1)F)F (3-[(4-Chloro-2-fluorophenyl)(4-fluorophenyl)methyl]-5-fluoro-7-[(methylsulfanyl)methyl]-1H-indole). Procedure details: The title compound was prepared starting from 500 mg (2.56 mmol) of the compound from Example 9 and 652 mg (2.56 mmol) of the compound from Example 85A in analogy to the synthesis of the compound from Example 101. 197 mg (18% of theory) of the target compound were obtained. Starting materials: C1(=CC=CC=C1)NO (N-phenylhydroxylamine), ClC1=C(C=NC2=CC=CC=C12)C(=O)OCC (ethyl 4-chloro-3-quinoline carboxylate), [H-].[Na+] (sodium hydride). Solvent: O1CCCC1 (tetrahydrofuran), O1CCCC1 (tetrahydrofuran). Run at temperature 5 celsius, time 30 minute. Product: C1(=CC=CC=C1)N1OC2=C(C=NC=3C=CC=CC23)C1=O (2-phenylisoxazolo(4,5-c)quinolin-3-(2H)-one). The yield is 5.7%. RXN SMILES: [C:1]1([NH:7][OH:8])[CH:6]=[CH:5][CH:4]=[CH:3][CH:2]=1.[H-].[Na+].Cl[C:12]1[C:21]2[C:16](=[CH:17][CH:18]=[CH:19][CH:20]=2)[N:15]=[CH:14][C:13]=1[C:22](OCC)=[O:23]>O1CCCC1>[C:1]1([N:7]2[C:22](=[O:23])[C:13]3[CH:14]=[N:15][C:16]4[CH:17]=[CH:18][CH:19]=[CH:20][C:21]=4[C:12]=3[O:8]2)[CH:6]=[CH:5][CH:4]=[CH:3][CH:2]=1 |f:1.2|. Reported procedure: A solution of 9 g of N-phenylhydroxylamine [described in Organique Synthese, Vol. 1, p. 445]was added dropwise at 0° C. with stirring under an inert atmosphere to a suspension of 3.85 g of 50% sodium hydride in 100 ml of tetrahydrofuran, and after stirring at 5° C. for 30 minutes, a solution of 18.8 g of ethyl 4-chloro-3-quinoline carboxylate in 100 ml of tetrahydrofuran was added at 0° C. The mixture was stirred for 16 hours at ambient temperature and after concentration to dryness under reduce... Starting materials: BrC1=CC=C(C#N)C=C1 (4-bromobenzonitrile), FC(C1=C(N)C=CC(=C1)OC)(F)F (2-trifluoromethyl-4-methoxy-aniline). The product is COC1=CC(=C(C=C1)NC1=CC=C(C#N)C=C1)C(F)(F)F (4-(4-methoxy-2-trifluoromethyl-phenylamino)-benzonitrile). The yield is 60.5%. RXN SMILES: Br[C:2]1[CH:9]=[CH:8][C:5]([C:6]#[N:7])=[CH:4][CH:3]=1.[F:10][C:11]([F:22])([F:21])[C:12]1[CH:18]=[C:17]([O:19][CH3:20])[CH:16]=[CH:15][C:13]=1[NH2:14]>>[CH3:20][O:19][C:17]1[CH:16]=[CH:15][C:13]([NH:14][C:2]2[CH:9]=[CH:8][C:5]([C:6]#[N:7])=[CH:4][CH:3]=2)=[C:12]([C:11]([F:10])([F:21])[F:22])[CH:18]=1. Procedure details: Analogously to Example 1a), 4-bromobenzonitrile was reacted with 2-trifluoromethyl-4-methoxy-aniline. After chromatographic purification through silica gel (petroleum ether with 10 to 30% ethyl acetate) the 4-(4-methoxy-2-trifluoromethyl-phenylamino)-benzonitrile was obtained in a yield of 60.5% of theory. The reactants are C(C1=CC=CC=C1)C1C(CCCC1=O)=O (1-benzyl cyclohexane-2,6-dione), C1(=CC=C(C=C1)S(=O)(=O)NN)C (p-toluenesulfonylhydrazine), Cl (HCl). The solvent is CO (methanol). Conditions: time 48 hour. Product: C1(=CC=C(C=C1)S(=O)(=O)NN=C1C(C(CCC1)=O)CC1=CC=CC=C1)C (1-benzylcyclohexane-2,6-dione mono-p-toluenesulfonylhydrazone). The yield is 15.8%. RXN SMILES: [CH2:1]([CH:8]1[C:13](=O)[CH2:12][CH2:11][CH2:10][C:9]1=[O:15])[C:2]1[CH:7]=[CH:6][CH:5]=[CH:4][CH:3]=1.[C:16]1([CH3:27])[CH:21]=[CH:20][C:19]([S:22]([NH:25][NH2:26])(=[O:24])=[O:23])=[CH:18][CH:17]=1.Cl>CO>[C:16]1([CH3:27])[CH:17]=[CH:18][C:19]([S:22]([NH:25][N:26]=[C:13]2[CH2:12][CH2:11][CH2:10][C:9](=[O:15])[CH:8]2[CH2:1][C:2]2[CH:3]=[CH:4][CH:5]=[CH:6][CH:7]=2)(=[O:23])=[O:24])=[CH:20][CH:21]=1. Procedure: 1-benzyl cyclohexane-2,6-dione (17.25 g), p-toluenesulfonylhydrazine (16.52 g) in methanol (290 ml) was treated with concentrated HCl (1 ml) and left at room temperature for 48 hours. Evaporation of the solvent under reduced pressure and crystallization of the residue gave 1-benzylcyclohexane-2,6-dione mono-p-toluenesulfonylhydrazone (5 g) m.p. 172°-3° C. Starting materials: [BH4-], CC(=O)O, CCO, [Na+], O, CCOC(=O)CC(O)COC(c1ccccc1)(c1ccccc1)c1ccccc1. Yields the product OCCC(O)COC(c1ccccc1)(c1ccccc1)c1ccccc1. Reaction SMILES: [BH4-:30].[CH3:32][C:33](=[O:34])[OH:35].[CH3:36][CH2:37][OH:38].[Na+:31].[OH2:39].[OH:1][CH:2]([CH2:3][C:4](=[O:5])[O:6][CH2:7][CH3:8])[CH2:9][O:10][C:11]([c:12]1[cH:13][cH:14][cH:15][cH:16][cH:17]1)([c:18]1[cH:19][cH:20][cH:21][cH:22][cH:23]1)[c:24]1[cH:25][cH:26][cH:27][cH:28][cH:29]1>>[OH:1][CH:2]([CH2:3][CH2:4][OH:5])[CH2:9][O:10][C:11]([c:12]1[cH:13][cH:14][cH:15][cH:16][cH:17]1)([c:18]1[cH:19][cH:20][cH:21][cH:22][cH:23]1)[c:24]1[cH:25][cH:26][cH:27][cH:28][cH:29]1. Reactants: liquid, N (ammonia), steel, O (water), [H][H] (hydrogen), [H][H] (Hydrogen), CC(C=NO)(CC=CCCC=CCC(N)C(C)C)C (2,2-dimethyl-11-isopropyl-11-aminoundeca-4,8-dienal-oxime), N (ammonia). Reagents/catalysts: [Ni] (Raney nickel). Solvent: CO (methanol). Run at temperature 100 celsius, time 5 hour. Product: C(C)(C)C(CCCCCCCCC(CN)(C)C)N (1-isopropyl-10,10-dimethyl-1,11-diaminoundecane). The yield is 92.7%. Reaction SMILES: [CH3:1][C:2]([CH3:19])([CH2:6][CH:7]=[CH:8][CH2:9][CH2:10][CH:11]=[CH:12][CH2:13][CH:14]([CH:16]([CH3:18])[CH3:17])[NH2:15])[CH:3]=[N:4]O.N.[H][H].O>CO.[Ni]>[CH:16]([CH:14]([NH2:15])[CH2:13][CH2:12][CH2:11][CH2:10][CH2:9][CH2:8][CH2:7][CH2:6][C:2]([CH3:1])([CH3:19])[CH2:3][NH2:4])([CH3:18])[CH3:17]. Reported procedure: 490 g (1.84 mols) of 2,2-dimethyl-11-isopropyl-11-aminoundeca-4,8-dienal-oxime is dissolved in 2.4 liters of methanol, and the solution is transferred, together with about 200 g of liquid ammonia, with the addition of 150 g of Raney nickel, to a 6.3-liter steel autoclave. Hydrogen is subsequently injected to give a pressure of 100 bars, and the temperature is raised to 100° C. as stirring is maintained. Hydrogenation is performed for about 5 hours under these conditions; the mixture is then cool...